Dataset: the Open Reaction Database (ORD), a public repository of structured organic reaction records. Task: describe an organic reaction: reactants, conditions, products, and yield Starting materials: BrCC(=O)C1=CC=C(C(=O)OCC)C=C1 (ethyl 4-(bromoacetyl)benzoate), O (water), C(N)([S-])=S.[NH4+] (ammonium dithiocarbamate). Run in C(C)O (ethanol). Reaction conditions: time 1 hour. Product: SC=1SC=C(N1)C1=CC=C(C(=O)OCC)C=C1 (ethyl 4-(2-mercaptothiazol-4-yl)benzoate). Yield: 58.7%. RXN SMILES: Br[CH2:2][C:3]([C:5]1[CH:15]=[CH:14][C:8]([C:9]([O:11][CH2:12][CH3:13])=[O:10])=[CH:7][CH:6]=1)=O.O.[C:17](=[S:20])([S-:19])[NH2:18].[NH4+]>C(O)C>[SH:20][C:17]1[S:19][CH:2]=[C:3]([C:5]2[CH:15]=[CH:14][C:8]([C:9]([O:11][CH2:12][CH3:13])=[O:10])=[CH:7][CH:6]=2)[N:18]=1 |f:2.3|. Procedure details: To a mixture of ethyl 4-(bromoacetyl)benzoate (2 g), water (15 ml) and ethanol (14 ml) was added ammonium dithiocarbamate (813 mg) under stirring at room temperature. The stirring was continued for 1 hour at the same temperature and the resulting crystal was collected by filtration. The crystal was added to a mixture of water (15 ml) and ethanol (15 ml), and the mixture was refluxed for 1.5 hours under stirring. The stirring was continued for 30 minutes at 10° C. to give crystal, which were coll... Reactants: CNC, ClCCl, [Na+], [Na+], O=C([O-])[O-], Sc1ccc(-n2cnnn2)cc1. Product: CN(C)CSc1ccc(-n2cnnn2)cc1. As a reaction SMILES: [CH3:1][NH:2][CH3:3].[Cl:22][CH2:23][Cl:24].[Na+:16].[Na+:17].[O-:18][C:19](=[O:20])[O-:21].[n:4]1(-[c:9]2[cH:10][cH:11][c:12]([SH:15])[cH:13][cH:14]2)[n:5][n:6][n:7][cH:8]1>>[CH3:1][N:2]([CH3:3])[CH2:19][S:15][c:12]1[cH:11][cH:10][c:9](-[n:4]2[n:5][n:6][n:7][cH:8]2)[cH:14][cH:13]1. RXN SMILES: [C:1](=[O:2])([O-:3])[O-:4].[CH2:35]1[O:36][CH2:37][CH2:38][CH2:39]1.[CH3:40][CH2:41][O:42][C:43](=[O:44])[CH3:45].[Cs+:5].[Cs+:6].[F:7][C:8]([CH:9]([OH:10])[c:11]1[c:12](-[c:17]2[cH:18][n:19][n:20]([CH3:22])[cH:21]2)[cH:13][cH:14][cH:15][cH:16]1)([F:23])[F:24].[NH2:25][c:26]1[n:27][c:28]([Cl:33])[cH:29][c:30]([Cl:32])[n:31]1.[OH2:34]>>[F:7][C:8]([CH:9]([O:10][c:30]1[cH:29][c:28]([Cl:33])[n:27][c:26]([NH2:25])[n:31]1)[c:11]1[c:12](-[c:17]2[cH:18][n:19][n:20]([CH3:22])[cH:21]2)[cH:13][cH:14][cH:15][cH:16]1)([F:23])[F:24]. Yields the product Cn1cc(-c2ccccc2C(Oc2cc(Cl)nc(N)n2)C(F)(F)F)cn1. The reactants are O=C([O-])[O-], C1CCOC1, CCOC(C)=O, [Cs+], [Cs+], Cn1cc(-c2ccccc2C(O)C(F)(F)F)cn1, Nc1nc(Cl)cc(Cl)n1, O. The reactants are C1CCNC1, COc1cc(-c2nnc(CCl)o2)ccc1[N+](=O)[O-], C1COCCO1. Yields the product COc1cc(-c2nnc(CN3CCCC3)o2)ccc1[N+](=O)[O-]. RXN SMILES: [CH2:19]1[CH2:20][CH2:21][NH:22][CH2:23]1.[Cl:1][CH2:2][c:3]1[o:4][c:5](-[c:8]2[cH:9][c:10]([O:17][CH3:18])[c:11]([N+:14](=[O:15])[O-:16])[cH:12][cH:13]2)[n:6][n:7]1.[O:24]1[CH2:25][CH2:26][O:27][CH2:28][CH2:29]1>>[CH2:2]([c:3]1[o:4][c:5](-[c:8]2[cH:9][c:10]([O:17][CH3:18])[c:11]([N+:14](=[O:15])[O-:16])[cH:12][cH:13]2)[n:6][n:7]1)[N:22]1[CH2:21][CH2:20][CH2:19][CH2:23]1. Starting materials: FC1=CC=C(COC=2C=C3CCNC(C3=CC2)=O)C=C1 (6-(4-fluoro-benzyloxy)-3,4-dihydro-2H-isoquinolin-1-one), [H-].[Al+3].[Li+].[H-].[H-].[H-] (lithium aluminum hydride). Solvent: O1CCCC1 (tetrahydrofuran). Yields the product FC1=CC=C(COC=2C=C3CCNCC3=CC2)C=C1 (6-(4-Fluoro-benzyloxy)-1,2,3,4-tetrahydro-isoquinoline). The yield is 98.1%. As a reaction SMILES: [F:1][C:2]1[CH:20]=[CH:19][C:5]([CH2:6][O:7][C:8]2[CH:9]=[C:10]3[C:15](=[CH:16][CH:17]=2)[C:14](=O)[NH:13][CH2:12][CH2:11]3)=[CH:4][CH:3]=1.[H-].[Al+3].[Li+].[H-].[H-].[H-]>O1CCCC1>[F:1][C:2]1[CH:3]=[CH:4][C:5]([CH2:6][O:7][C:8]2[CH:9]=[C:10]3[C:15](=[CH:16][CH:17]=2)[CH2:14][NH:13][CH2:12][CH2:11]3)=[CH:19][CH:20]=1 |f:1.2.3.4.5.6|. Procedure: As described for example 43, the title compound (1.86 g, 98%) was prepared from a mixture of 6-(4-fluoro-benzyloxy)-3,4-dihydro-2H-isoquinolin-1-one (2 g, 7.37 mmol) and lithium aluminum hydride (0.559 g, 14.74 mmol) in tetrahydrofuran. MS: m/e=258.0 (M+H+) Starting materials: CC1(CCCn2ccnc2)OCCO1, Cl. Yields the product CC(=O)CCCn1ccnc1. Reaction SMILES: [CH3:1][C:2]1([CH2:7][CH2:8][CH2:9][n:10]2[cH:11][n:12][cH:13][cH:14]2)[O:3][CH2:6][CH2:5][O:4]1.[ClH:15]>>[CH3:1][C:2](=[O:3])[CH2:7][CH2:8][CH2:9][n:10]1[cH:11][n:12][cH:13][cH:14]1.